From a dataset of the Open Reaction Database (ORD), a public repository of structured organic reaction records. describe an organic reaction: reactants, conditions, products, and yield Starting materials: COC(C=C)=O (acrylic acid methyl ester), NCCC1C(OC2=CC=CC=C2C1)(C)C (3-(2-aminoethyl)-2,2-dimethylchroman). Solvent: CO (methanol). Reaction conditions: time 16 hour. Yields the product CC1(OC2=CC=CC=C2CC1CCN(CCC(=O)OC)CCC(=O)OC)C (N-[2-(2,2-dimethylchroman-3-yl)-ethyl]-N,N-bis(2-methoxycarbonylethyl)-amine). RXN SMILES: [CH3:1][O:2][C:3](=[O:6])[CH:4]=[CH2:5].[NH2:7][CH2:8][CH2:9][CH:10]1[CH2:19][C:18]2[C:13](=[CH:14][CH:15]=[CH:16][CH:17]=2)[O:12][C:11]1([CH3:21])[CH3:20]>CO>[CH3:20][C:11]1([CH3:21])[CH:10]([CH2:9][CH2:8][N:7]([CH2:5][CH2:4][C:3]([O:2][CH3:1])=[O:6])[CH2:5][CH2:4][C:3]([O:2][CH3:1])=[O:6])[CH2:19][C:18]2[C:13](=[CH:14][CH:15]=[CH:16][CH:17]=2)[O:12]1. Procedure: 4.74 g (55 mmol) of acrylic acid methyl ester are added at room temperature to a solution of 5.13 g (25 mmol) of 3-(2-aminoethyl)-2,2-dimethylchroman in 50 ml of methanol. The mixture is stirred for 16 hours at room temperature and then concentrated by evaporation in vacuo, yielding 9.43 g (100% of the theorectical yield) of N-[2-(2,2-dimethylchroman-3-yl)-ethyl]-N,N-bis(2-methoxycarbonylethyl)-amine in the form of a light-yellow oil which is further used in that form. As a reaction SMILES: [Cl:1][C:2]1[CH:3]=[CH:4][C:5]([CH3:20])=[C:6]([CH:8]2[CH2:17][C:16]3[N:15]=[CH:14][CH:13]=[C:12]([CH3:18])[C:11]=3[C:10](=O)[CH2:9]2)[CH:7]=1.[C:21]([NH:24][NH2:25])([NH2:23])=[NH:22].Cl.Cl.O>C(O)C>[ClH:1].[Cl:1][C:2]1[CH:3]=[CH:4][C:5]([CH3:20])=[C:6]([CH:8]2[CH2:17][C:16]3[N:15]=[CH:14][CH:13]=[C:12]([CH3:18])[C:11]=3[C:10](=[N:25][NH:24][C:21]([NH2:23])=[NH:22])[CH2:9]2)[CH:7]=1 |f:1.2,6.7|. The yield is 211.5%. Reported procedure: To a solution of 7-(5-chloro-2-methylphenyl)-4-methyl-5,6,7,8-tetrahydroquinolin-5-one (1.0 g) and aminoguanidine hydrochloride (0.46 g) in ethanol (30 ml) were added concentrated hydrochloric acid (0.9 ml) and water (0.9 ml), and the mixture was refluxed for 5 hours. Under reduced pressure, the solvent was evaporated, and the residue was dissolved in water. The mixture was washed with ethyl acetate, and to the aqueous layer was added sodium hydrogen carbonate solution to make it alkaline. The s... Product: Cl.ClC=1C=CC(=C(C1)C1CC(C=2C(=CC=NC2C1)C)=NNC(=N)N)C (7-(5-chloro-2-methylphenyl)-5-guanidinoimino-4-methyl-5,6,7,8-tetrahydroquinoline hydrochloride). Run in C(C)O (ethanol). The reactants are ClC=1C=CC(=C(C1)C1CC(C=2C(=CC=NC2C1)C)=O)C (7-(5-chloro-2-methylphenyl)-4-methyl-5,6,7,8-tetrahydroquinolin-5-one), C(=N)(N)NN.Cl (aminoguanidine hydrochloride), Cl (hydrochloric acid), O (water). The reactants are ClC=1C=C2C(C(NC2=CC1Cl)=O)=O (5,6-dichloro-1H-indole-2,3-dione), water ice, BrC1=C(C=CC=C1)OC (1-bromo-2-methoxybenzene), [Mg] (magnesium), II (iodine). Run in C1CCOC1 (THF), CCOCC (ether). Yields the product ClC=1C=C2C(C(NC2=CC1Cl)=O)(C1=C(C=CC=C1)OC)O (5,6-Dichloro-3-hydroxy-3-(2-methoxyphenyl)-1,3-dihydro-2H-indol-2-one). Isolated yield 74.0%. As a reaction SMILES: Br[C:2]1[CH:7]=[CH:6][CH:5]=[CH:4][C:3]=1[O:8][CH3:9].[Mg].II.[Cl:13][C:14]1[CH:15]=[C:16]2[C:20](=[CH:21][C:22]=1[Cl:23])[NH:19][C:18](=[O:24])[C:17]2=[O:25]>CCOCC.C1COCC1>[Cl:13][C:14]1[CH:15]=[C:16]2[C:20](=[CH:21][C:22]=1[Cl:23])[NH:19][C:18](=[O:24])[C:17]2([OH:25])[C:2]1[CH:7]=[CH:6][CH:5]=[CH:4][C:3]=1[O:8][CH3:9]. Reported procedure: 5.57 g of 1-bromo-2-methoxybenzene are added dropwise to a suspension of 0.72 g of magnesium in 15 ml of ether containing a few crystals of iodine, the reflux being maintained once it has started. At the end of the addition, the mixture is refluxed for 2 hours. A suspension of 2.7 g of 5,6-dichloro-1H-indole-2,3-dione in 30 ml of THF is then added and the mixture is refluxed for 30 minutes. After cooling to RT, the reaction mixture is poured into a water/ice/-concentrated HCl mixture and extract... The reactants are CC(=O)O, O=Cc1c(Cl)cccc1Cl, ClCCl, CC(C)CC(O)CN1CCCn2c1nc(-c1ccncc1)c(N)c2=O. The product is CC(C)CC(O)CN1CCCn2c1nc(-c1ccncc1)c(NCc1c(Cl)cccc1Cl)c2=O. RXN SMILES: [C:36]([OH:37])(=[O:38])[CH3:39].[Cl:26][c:27]1[c:28]([CH:29]=[O:30])[c:31]([Cl:35])[cH:32][cH:33][cH:34]1.[Cl:40][CH2:41][Cl:42].[NH2:1][c:2]1[c:3](-[c:20]2[cH:21][cH:22][n:23][cH:24][cH:25]2)[n:4][c:5]2[n:6]([c:7]1=[O:8])[CH2:9][CH2:10][CH2:11][N:12]2[CH2:13][CH:14]([CH2:15][CH:16]([CH3:17])[CH3:18])[OH:19]>>[NH:1]([c:2]1[c:3](-[c:20]2[cH:21][cH:22][n:23][cH:24][cH:25]2)[n:4][c:5]2[n:6]([c:7]1=[O:8])[CH2:9][CH2:10][CH2:11][N:12]2[CH2:13][CH:14]([CH2:15][CH:16]([CH3:17])[CH3:18])[OH:19])[CH2:29][c:28]1[c:27]([Cl:26])[cH:34][cH:33][cH:32][c:31]1[Cl:35]. The reactants are CCC(C)C(NC(=O)OC(C)(C)C)C(=O)NC(C)COc1ccc(C#N)cc1, O=C([O-])O, ClCCl, Cl, [Na+]. Product: CCC(C)C(N)C(=O)NC(C)COc1ccc(C#N)cc1. Reaction SMILES: [C:2]([O:3][C:4](=[O:5])[NH:9][CH:10]([CH:11]([CH3:12])[CH2:13][CH3:14])[C:15](=[O:16])[NH:17][CH:18]([CH2:19][O:20][c:21]1[cH:22][cH:23][c:24]([C:27]#[N:28])[cH:25][cH:26]1)[CH3:29])([CH3:6])([CH3:7])[CH3:8].[C:30](=[O:31])([OH:32])[O-:33].[CH2:35]([Cl:36])[Cl:37].[ClH:1].[Na+:34]>>[NH2:9][CH:10]([CH:11]([CH3:12])[CH2:13][CH3:14])[C:15](=[O:16])[NH:17][CH:18]([CH2:19][O:20][c:21]1[cH:22][cH:23][c:24]([C:27]#[N:28])[cH:25][cH:26]1)[CH3:29].